This data is from the Open Reaction Database (ORD), a public repository of structured organic reaction records. The task is: describe an organic reaction: reactants, conditions, products, and yield Starting materials: ClCSC#N (chloromethyl thiocyanate), ClC1=CC=C(C(=S)O)C=C1 (4-chlorothiobenzoic acid), O (water). The solvent is CO (methanol). Yields the product S(C#N)COC(C1=CC=C(C=C1)Cl)=S (4-Chloro-thiobenzoic acid thiocyanomethyl ester). As a reaction SMILES: Cl[CH2:2][S:3][C:4]#[N:5].[Cl:6][C:7]1[CH:15]=[CH:14][C:10]([C:11]([OH:13])=[S:12])=[CH:9][CH:8]=1.O>CO>[S:3]([CH2:2][O:13][C:11](=[S:12])[C:10]1[CH:14]=[CH:15][C:7]([Cl:6])=[CH:8][CH:9]=1)[C:4]#[N:5]. Procedure details: 16 g (0.15 mol) of chloromethyl thiocyanate were added dropwise to 31.5 g (0.15 mol) of the K salt of 4-chlorothiobenzoic acid in 200 ml of methanol at 0°-10° and the mixture was then first warmed to room temperature and then to 50°-60°, until the reaction had taken place. The cooled mixture was poured onto 1 liter of cold water, whilst stirring vigorously, and the precipitate was filtered off and dried. Light pink-coloured crystals. Starting materials: CCC(Cc1ccc(OC)c(C(=O)OCc2ccccc2)c1)C(=O)N1C(=O)OCC1Cc1ccccc1, CCOC(C)=O, [H][H]. Product: CCC(Cc1ccc(OC)c(C(=O)O)c1)C(=O)N1C(=O)OCC1Cc1ccccc1. Reaction SMILES: [CH2:1]([c:2]1[cH:3][cH:4][cH:5][cH:6][cH:7]1)[CH:8]1[N:9]([C:14]([CH:15]([CH2:16][c:17]2[cH:18][cH:19][c:20]([O:33][CH3:34])[c:21]([C:22](=[O:23])[O:24][CH2:25][c:26]3[cH:27][cH:28][cH:29][cH:30][cH:31]3)[cH:32]2)[CH2:35][CH3:36])=[O:37])[C:10](=[O:13])[O:11][CH2:12]1.[CH3:40][CH2:41][O:42][C:43](=[O:44])[CH3:45].[H:38][H:39]>>[CH2:1]([c:2]1[cH:3][cH:4][cH:5][cH:6][cH:7]1)[CH:8]1[N:9]([C:14]([CH:15]([CH2:16][c:17]2[cH:18][cH:19][c:20]([O:33][CH3:34])[c:21]([C:22](=[O:23])[OH:24])[cH:32]2)[CH2:35][CH3:36])=[O:37])[C:10](=[O:13])[O:11][CH2:12]1. The reactants are CC(C)(C)OC(=O)c1cc(OCc2ccccc2)c2c(c1)OC(COc1ccccc1)C2, CCOC(C)=O. Product: CC(C)(C)OC(=O)c1cc(O)c2c(c1)OC(COc1ccccc1)C2. As a reaction SMILES: [C:1]([CH3:2])([CH3:3])([CH3:4])[O:5][C:6](=[O:7])[c:8]1[cH:9][c:10]2[c:11]([c:23]([O:25][CH2:26][c:27]3[cH:28][cH:29][cH:30][cH:31][cH:32]3)[cH:24]1)[CH2:12][CH:13]([CH2:15][O:16][c:17]1[cH:18][cH:19][cH:20][cH:21][cH:22]1)[O:14]2.[CH3:33][CH2:34][O:35][C:36]([CH3:37])=[O:38]>>[C:1]([CH3:2])([CH3:3])([CH3:4])[O:5][C:6](=[O:7])[c:8]1[cH:9][c:10]2[c:11]([c:23]([OH:25])[cH:24]1)[CH2:12][CH:13]([CH2:15][O:16][c:17]1[cH:18][cH:19][cH:20][cH:21][cH:22]1)[O:14]2. Starting materials: BrC=1C=C2C=3CSC4=C(C3N(C2=CC1)C)C=CC=C4 (8-bromo-11-methyl-6,11-dihydro-5-thia-11-aza-benzo[a]fluorene), C(#N)[Cu] (CuCN), CN(C)C=O (DMF). Conditions: temperature 170 celsius. Product: CC1C2=CC=C(C=C2C=2CSC3=C(C12)N=CC=C3)C#N (11-methyl-6,11-dihydro-5-thia-aza-benzo[a]fluorene-8-carbonitrile). Reaction SMILES: Br[C:2]1[CH:3]=[C:4]2[C:12](=[CH:13][CH:14]=1)N(C)[C:10]1[C:9]3[CH:16]=C[CH:18]=[CH:19][C:8]=3[S:7][CH2:6][C:5]2=1.[C:20]([Cu])#[N:21].[CH3:23][N:24]([CH:26]=O)C>>[CH3:16][CH:9]1[C:10]2[C:23]3[N:24]=[CH:26][CH:18]=[CH:19][C:8]=3[S:7][CH2:6][C:5]=2[C:4]2[C:12]1=[CH:13][CH:14]=[C:2]([C:20]#[N:21])[CH:3]=2. Reported procedure: A mixture of 8-bromo-11-methyl-6,11-dihydro-5-thia-11-aza-benzo[a]fluorene (270 mg), as prepared in Example 57, and CuCN (270 mg) in DMF (25 ml) was reflux overnight at 170° C. The reaction mixture was filtered through a pad of Celite and then partitioned between saturated NaHCO3 aqueous solution and EtOAc. The aqueous layer was extracted with EtOAc, the organic layers were dried and concentrated to yield crude product. The crude product was purified by chromatography (Hexane:ethyl acetate=5:1) ...